Dataset: the Open Reaction Database (ORD), a public repository of structured organic reaction records. Task: describe an organic reaction: reactants, conditions, products, and yield The reactants are C(CCC)[Li] (n-Butyllithium), BrC=1C=NC=CC1 (3-bromopyridine), Cl (hydrochloric acid), C([O-])(O)=O.[Na+] (sodium bicarbonate), C(C(=O)OCC)(=O)OCC (diethyl oxalate). Run in C(C)OCC (diethyl ether), C(C)OCC (diethyl ether), C(C)(=O)OCC.CCCCCC (ethyl acetate hexane). Reaction conditions: temperature 0 celsius, time 30 minute. Yields the product N1=CC(=CC=C1)C(C(=O)OCC)=O (ethyl 3-pyridylglyoxylate). Yield: 44.9%. Reaction SMILES: C([Li])CCC.Br[C:7]1[CH:8]=[N:9][CH:10]=[CH:11][CH:12]=1.[C:13](OCC)(=[O:19])[C:14]([O:16][CH2:17][CH3:18])=[O:15].Cl.C(=O)(O)[O-].[Na+]>C(OCC)(=O)C.CCCCCC.C(OCC)C>[N:9]1[CH:10]=[CH:11][CH:12]=[C:7]([C:13](=[O:19])[C:14]([O:16][CH2:17][CH3:18])=[O:15])[CH:8]=1 |f:4.5,6.7|. Reported procedure: n-Butyllithium (1.6N hexane solution, 108 ml) was added dropwise to a diethyl ether solution (400 ml) of 3-bromopyridine (25.7 g) at −78° C. over 1 hour under nitrogen atmosphere. After stirring for 30 minutes, a diethyl ether solution (100 ml) of diethyl oxalate (28.6 g) was added dropwise thereto at −78° C. over 1 hour. The reaction mixture was further mixed for 30 minutes, allowed to warm to 0° C., and 1N hydrochloric acid (200 ml) was added thereto. After stirring for 30 minutes, sodium bica... The solvent is CN(C=O)C (dimethylformamide). RXN SMILES: [OH:1][CH2:2][C:3]1[CH:8]=[CH:7][CH:6]=[C:5]([CH3:9])[N:4]=1.[H-].[Na+].Cl[C:13]1[C:22]2[C:17](=[CH:18][CH:19]=[CH:20][CH:21]=2)[C:16]2=[N:23][N:24]=[C:25]([C:26]3[CH:31]=[CH:30][CH:29]=[CH:28][CH:27]=3)[N:15]2[N:14]=1>CN(C)C=O>[CH3:9][C:5]1[N:4]=[C:3]([CH2:2][O:1][C:13]2[C:22]3[C:17](=[CH:18][CH:19]=[CH:20][CH:21]=3)[C:16]3=[N:23][N:24]=[C:25]([C:26]4[CH:31]=[CH:30][CH:29]=[CH:28][CH:27]=4)[N:15]3[N:14]=2)[CH:8]=[CH:7][CH:6]=1 |f:1.2|. The reactants are OCC1=NC(=CC=C1)C (2-hydroxymethyl-6-methylpyridine), [H-].[Na+] (sodium hydride), ClC1=NN2C(C3=CC=CC=C13)=NN=C2C2=CC=CC=C2 (6-chloro-3-phenyl-1,2,4-triazolo[3,4-a]phthalazine). Procedure details: To a solution of 2-hydroxymethyl-6-methylpyridine (Example 67 part b, 0.5 g), in anhydrous dimethylformamide (20 ml) under nitrogen was added sodium hydride (107 mg of 60% in oil) and the reaction mixture was stirred at room temperature for 0.5 hours. To this mixture was added 6-chloro-3-phenyl-1,2,4-triazolo[3,4-a]phthalazine (Example 67 part d, 330 mg) and the solution was heated to 80° C. for 0.25 hours. After cooling the solvent was removed under vacuum, and the residue was dissolved in dich... Reaction conditions: time 0.5 hour. Product: CC1=CC=CC(=N1)COC1=NN2C(C3=CC=CC=C13)=NN=C2C2=CC=CC=C2 (6-(6-Methylpyridin-2-yl)methyloxy-3-phenyl-1,2,4-triazolo[3,4-a]phthalazine). Starting materials: solution, [F-].C(CCC)[N+](CCCC)(CCCC)CCCC (tetrabutylammonium fluoride), [Si](C1=CC=CC=C1)(C1=CC=CC=C1)(C(C)(C)C)OC=1C=C(CC2C(OC(C2)=O)C=2OC(=C(N2)C2=CC=CC=C2)C2=CC=CC=C2)C=CC1 (3-[3-(tert-butyldiphenylsilyloxy)benzyl]-2-(4,5-diphenyl-2-oxazolyl)-5-oxotetrahydrofuran). Solvent: O1CCCC1 (tetrahydrofuran), O1CCCC1 (THF). Reaction conditions: time 5 hour. Product: C1(=CC=CC=C1)C=1N=C(OC1C1=CC=CC=C1)C1OC(CC1CC1=CC(=CC=C1)O)=O (2-(4,5-diphenyl-2-oxazolyl)-3-(3-hydroxybenzyl)-5-oxotetrahydrofuran). The yield is 80.8%. RXN SMILES: [F-].C([N+](CCCC)(CCCC)CCCC)CCC.[Si]([O:36][C:37]1[CH:38]=[C:39]([CH:64]=[CH:65][CH:66]=1)[CH2:40][CH:41]1[CH2:45][C:44](=[O:46])[O:43][CH:42]1[C:47]1[O:48][C:49]([C:58]2[CH:63]=[CH:62][CH:61]=[CH:60][CH:59]=2)=[C:50]([C:52]2[CH:57]=[CH:56][CH:55]=[CH:54][CH:53]=2)[N:51]=1)(C(C)(C)C)(C1C=CC=CC=1)C1C=CC=CC=1>O1CCCC1>[C:52]1([C:50]2[N:51]=[C:47]([CH:42]3[CH:41]([CH2:40][C:39]4[CH:64]=[CH:65][CH:66]=[C:37]([OH:36])[CH:38]=4)[CH2:45][C:44](=[O:46])[O:43]3)[O:48][C:49]=2[C:58]2[CH:63]=[CH:62][CH:61]=[CH:60][CH:59]=2)[CH:53]=[CH:54][CH:55]=[CH:56][CH:57]=1 |f:0.1|. Procedure: A 1.0M solution of tetrabutylammonium fluoride in tetrahydrofuran (THF) (0.75 ml) was added to a solution of 3-[3-(tert-butyldiphenylsilyloxy)benzyl]-2-(4,5-diphenyl-2-oxazolyl)-5-oxotetrahydrofuran (0.26 g) in THF (0.75 ml) at room temperature. The resulting mixture was stirred at the same temperature for 5 hours and partitioned between ethyl acetate and water. The organic layer was separated, washed with brine, dried over MgSO4, and evaporated in vacuo. The residue was chromatographed over sil... Solvent: C(C)(=O)O (acetic acid), C(CCC)O (n-butanol). RXN SMILES: C[N:2]([CH:4]=[N:5][C:6](=O)[C:7]1[CH:12]=[CH:11][CH:10]=[CH:9][C:8]=1[N+:13]([O-:15])=[O:14])C.[F:17][C:18]([F:23])([F:22])[CH2:19][NH:20]N>C(O)(=O)C.C(O)CCC>[F:17][C:18]([F:23])([F:22])[CH2:19][N:20]1[C:6]([C:7]2[CH:12]=[CH:11][CH:10]=[CH:9][C:8]=2[N+:13]([O-:15])=[O:14])=[N:5][CH:4]=[N:2]1. Starting materials: CN(C)C=NC(C1=C(C=CC=C1)[N+](=O)[O-])=O (N-[(Dimethylamino)methylene]-2-nitrobenzamide), FC(CNN)(F)F (1,1,1-trifluoroethylhydrazine). Product: FC(CN1N=CN=C1C1=C(C=CC=C1)[N+](=O)[O-])(F)F (1-(2,2,2-trifluoroethyl)-5-(2-nitrophenyl)-1,2,4-triazole). Reported procedure: N-[(Dimethylamino)methylene]-2-nitrobenzamide (1.0 g, 4.5 mmol) in acetic acid (25 mL) and n-butanol (15 mL) was treated with 70% aqueous 1,1,1-trifluoroethylhydrazine (1 mL, 11.3 mmol), and heated to reflux for 2 hours, at which time the volume was reduced by ˜25 mL by distillation. The remaining solvent was removed in vacuo, and the residue chromatographed on silica eluting with 3:1-1:1 hexane:ethyl acetate to afford 1-(2,2,2-trifluoroethyl)-5-(2-nitrophenyl)-1,2,4-triazole, which was reduced ...